Dataset: the Open Reaction Database (ORD), a public repository of structured organic reaction records. Task: describe an organic reaction: reactants, conditions, products, and yield The reactants are Cl (HCl), BrCC(=O)C1=CC(=C(C(=C1)C(C)(C)C)O)C(C)(C)C (2-bromo-1-(4-hydroxy-3,5-di-tert-butylphenyl)-ethanone), ClC=1C=CC(=C(C1)O)OC1=C(C=C(C=C1)Cl)Cl (5-chloro-2-(2,4-di-chloro-phenoxy)-phenol), C([O-])([O-])=O.[K+].[K+] (potassium carbonate). Run in O1CCCC1 (tetrahydrofuran), O (water). Conditions: time 4 day. Product: ClC1=CC(=C(OCC(=O)C2=CC(=C(C(=C2)C(C)(C)C)O)C(C)(C)C)C=C1)OC1=C(C=C(C=C1)Cl)Cl (2-[4-chloro-2-(2,4-dichloro-phenoxy)-phenoxy]-1-(3,5-di-tert-butyl-4-hydroxyphenyl)-ethanone). Reaction SMILES: Br[CH2:2][C:3]([C:5]1[CH:10]=[C:9]([C:11]([CH3:14])([CH3:13])[CH3:12])[C:8]([OH:15])=[C:7]([C:16]([CH3:19])([CH3:18])[CH3:17])[CH:6]=1)=[O:4].Cl[C:21]1[CH:22]=[CH:23][C:24]([O:28][C:29]2[CH:34]=[CH:33][C:32]([Cl:35])=[CH:31][C:30]=2[Cl:36])=[C:25]([OH:27])[CH:26]=1.C(=O)([O-])[O-].[K+].[K+].[ClH:43]>O1CCCC1.O>[Cl:43][C:22]1[CH:21]=[CH:26][C:25]([O:27][CH2:2][C:3]([C:5]2[CH:10]=[C:9]([C:11]([CH3:14])([CH3:13])[CH3:12])[C:8]([OH:15])=[C:7]([C:16]([CH3:19])([CH3:18])[CH3:17])[CH:6]=2)=[O:4])=[C:24]([O:28][C:29]2[CH:34]=[CH:33][C:32]([Cl:35])=[CH:31][C:30]=2[Cl:36])[CH:23]=1 |f:2.3.4|. Procedure details: To a solution of 10.0 g (30.5 mmol) of 2-bromo-1-(4-hydroxy-3,5-di-tert-butylphenyl)-ethanone and the 8.8 g (30.5 mmol) of 5-chloro-2-(2,4-di-chloro-phenoxy)-phenol in 50 ml of tetrahydrofuran, 6.3 g (45.7 mmol) of potassium carbonate is added and the mixture is stirred for 4 days at room temperature. After addition of water and adjusting the pH to 5-6 by adding 32% HCl, the mixture is extracted with ethyl acetate. The combined extracts are washed with water, dried and evaporated. Crystallizatio... The reactants are C1CC(=O)N(C1=O)Br (NBS), C1(=CC=CC=C1)C=1C=C(C=CC1C1=CC=CC=C1)C=1C2=CC=CC=C2C=C2C=CC=CC12 (9-(3,4-Diphenylphenyl)anthracene), C1(=CC=CC=C1)C=1C=C(C=CC1C1=CC=CC=C1)C=1C2=CC=CC=C2C(=C2C=CC=CC12)Br (9-(3,4-diphenylphenyl)-10-bromoanthracene), resultant mixture. The solvent is CN(C)C=O (DMF), CN(C)C=O (DMF), O (water). Reaction conditions: time 4 hour. Product: C1(=CC=CC=C1)C=1C=C(C=CC1C1=CC=CC=C1)C1=CC=CC2=C(C3=CC=CC=C3C=C12)Br ((3,4-diphenylphenyl)-10-bromoanthracene). Isolated yield 95.0%. RXN SMILES: [C:1]1([C:7]2[CH:8]=[C:9](C3C4C(C=C5C=3C=CC=C5)=CC=CC=4)[CH:10]=[CH:11][C:12]=2[C:13]2[CH:18]=[CH:17][CH:16]=[CH:15][CH:14]=2)[CH:6]=[CH:5][CH:4]=[CH:3][CH:2]=1.C1C(=O)N(Br)C(=O)C1.C1([C:47]2[CH:48]=[C:49]([C:59]3[C:60]4[C:65]([C:66]([Br:73])=C5C=3C=CC=C5)=[CH:64][CH:63]=[CH:62][CH:61]=4)[CH:50]=[CH:51][C:52]=2C2C=CC=CC=2)C=CC=CC=1>CN(C=O)C.O>[C:13]1([C:12]2[CH:11]=[C:10]([C:61]3[C:60]4[C:65](=[C:66]([Br:73])[C:48]5[C:49]([CH:59]=4)=[CH:50][CH:51]=[CH:52][CH:47]=5)[CH:64]=[CH:63][CH:62]=3)[CH:9]=[CH:8][C:7]=2[C:1]2[CH:6]=[CH:5][CH:4]=[CH:3][CH:2]=2)[CH:14]=[CH:15][CH:16]=[CH:17][CH:18]=1. Procedure: 9-(3,4-Diphenylphenyl)anthracene (3.7 g, 9.1 mmole) was suspended in anhydrous DMF (50 ml). After an anhydrous DMF solution (10 ml) of NBS (1.8 g, 10 mmole, 1.1 eq) was added, the resultant mixture was heated at 55° C. for 5 minutes so that the reaction mixture became a homogeneous solution. The obtained solution was stirred at the room temperature for 4 hours and then left standing for one night. The reaction mixture was diluted with water (50 ml). The formed solid substance was separated by fi... Reactants: O1CCN(CC1)C1=C(C=C(C=C1)[N+](=O)[O-])O (2-morpholino-5-nitrophenol). Reagents/catalysts: [Pd] (Palladium on carbon). Solvent: C(C)O (ethanol), [H][H] (hydrogen). Reaction conditions: time 12 hour. Yields the product NC=1C=CC(=C(C1)O)N1CCOCC1 (5-amino-2-morpholinophenol). Yield: 105.0%. As a reaction SMILES: [O:1]1[CH2:6][CH2:5][N:4]([C:7]2[CH:12]=[CH:11][C:10]([N+:13]([O-])=O)=[CH:9][C:8]=2[OH:16])[CH2:3][CH2:2]1>[Pd].C(O)C.[H][H]>[NH2:13][C:10]1[CH:11]=[CH:12][C:7]([N:4]2[CH2:3][CH2:2][O:1][CH2:6][CH2:5]2)=[C:8]([OH:16])[CH:9]=1. Reported procedure: 10% Palladium on carbon (10 mg, 0.892 mmol) was added to 2-morpholino-5-nitrophenol (prepared as described herein above; 200 mg, 0.892 mmol) in ethanol (20 mL), hydrogen gas was added (40 psi), and the reaction allowed to proceed for 12 h at room temperature. The reaction was monitored by TLC. After completion of the reaction, the reaction mixture filtered through Celite®, and the solvent removed in vacuo. The residue was purified by flash column chromatography (2% CH3OH/CH2Cl2) to provide the t... Starting materials: Cc1ccc([N+](=O)[O-])c(N)n1, O=[N+]([O-])O, O=S(=O)(O)O. The product is Cc1nc(N)c([N+](=O)[O-])cc1[N+](=O)[O-]. As a reaction SMILES: [NH2:1][c:2]1[n:3][c:4]([CH3:11])[cH:5][cH:6][c:7]1[N+:8](=[O:9])[O-:10].[OH:12][N+:13]([O-:14])=[O:15].[S:16](=[O:17])(=[O:18])([OH:19])[OH:20]>>[NH2:1][c:2]1[n:3][c:4]([CH3:11])[c:5]([N+:13](=[O:12])[O-:14])[cH:6][c:7]1[N+:8](=[O:9])[O-:10]. Starting materials: FC=1C=CC(=C(C1)[N+](=O)[O-])OCC(F)(F)F (5-Fluoro-2-(2,2,2-trifluoroethoxy)nitrobenzene). The reagents and catalysts are [Ni] (Raney-Nickel). Run in C(C)(=O)OCC (ethyl acetate). Reaction conditions: temperature 22.5 celsius, time 14 hour. Yields the product FC=1C=CC(=C(N)C1)OCC(F)(F)F (5-Fluoro-2-(2,2,2-trifluoroethoxy)aniline). The yield is 90.1%. As a reaction SMILES: [F:1][C:2]1[CH:3]=[CH:4][C:5]([O:11][CH2:12][C:13]([F:16])([F:15])[F:14])=[C:6]([N+:8]([O-])=O)[CH:7]=1>C(OCC)(=O)C.[Ni]>[F:1][C:2]1[CH:3]=[CH:4][C:5]([O:11][CH2:12][C:13]([F:14])([F:15])[F:16])=[C:6]([CH:7]=1)[NH2:8]. Procedure: A mixture of 0.66 g of Compound 5A and 0.07 g of Raney-Nickel in 20 mL of ethyl acetate was stirred for 14 hours at 20-25° C. The organic layer was separated and the mixture extracted with 2×40 mL of ethyl acetate. The combined organic layers were washed with 20 mL of brine, dried over sodium sulphate and evaporated to dryness in vacuo to afford 0.52 g (90.6%) of Compound 5B as an orange oil. Procedure: 4 g of the product of Step A and 3.5 g of dicyclohexylcarbodiimide were added to a solution of 20 ml of methylene chloride and 1 ml of pyridine and the reaction mixture was stirred for 1 hour. 2.15 g of trifluoroethanol and 5 ml of methylene chloride were then added to the mixture which was stirred at 20° C. for 16 hours and was filtered. The filtrate was rinsed with methylene chloride and the filtrate was evaporated to dryness. The residue was taken up in ether and the solution was washed with ... The reactants are CC1([C@@H]([C@@H]1C#CC(=O)O)C(=O)OC(C)(C)C)C (1,1-dimethylethyl(1R,cis)2,2-dimethyl-3-(3-hydroxy-3-oxo-1-propynyl)-cyclopropane-carboxylate), C1(CCCCC1)N=C=NC1CCCCC1 (dicyclohexylcarbodiimide), C(C(F)(F)F)O (trifluoroethanol). Run at time 1 hour. As a reaction SMILES: [CH3:1][C:2]1([CH3:17])[C@@H:4]([C:5]#[C:6][C:7]([OH:9])=[O:8])[C@H:3]1[C:10]([O:12][C:13]([CH3:16])([CH3:15])[CH3:14])=[O:11].C1(N=C=NC2CCCCC2)CCCCC1.[CH2:33](O)[C:34]([F:37])([F:36])[F:35]>C(Cl)Cl.N1C=CC=CC=1>[CH3:1][C:2]1([CH3:17])[C@@H:4]([C:5]#[C:6][C:7](=[O:9])[O:8][CH2:33][C:34]([F:37])([F:36])[F:35])[C@H:3]1[C:10]([O:12][C:13]([CH3:16])([CH3:15])[CH3:14])=[O:11]. The product is CC1([C@@H]([C@@H]1C#CC(OCC(F)(F)F)=O)C(=O)OC(C)(C)C)C (1,1-dimethylethyl(1R,cis)2,2-dimethyl-3-[3-oxo-3-(2,2,2-trifluoroethoxy)-1-propynyl]-cyclopropane-carboxylate). The solvent is N1=CC=CC=C1 (pyridine), C(Cl)Cl (methylene chloride), C(Cl)Cl (methylene chloride). Yield: 65.1%. Starting materials: C(C)(C)(C)OC1=CC=C(C=C)C=C1 (p-tert-butoxystyrene), CO (methanol). Reaction conditions: time 5 minute. Yields the product C#CC1=CC=C(C=C1)O (poly(p-hydroxystyrene)). As a reaction SMILES: C([O:5][C:6]1[CH:13]=[CH:12][C:9]([CH:10]=[CH2:11])=[CH:8][CH:7]=1)(C)(C)C.CO>>[CH:11]#[C:10][C:9]1[CH:12]=[CH:13][C:6]([OH:5])=[CH:7][CH:8]=1. Procedure: A 1-liter flask was charged with 500 ml of tetrahydrofuran as a solvent and 0.01 mol of sec-butyl lithium as an initiator. To the solution at −78° C. was added 30 g of p-tert-butoxystyrene. With stirring, polymerization reaction was effected for 30 minutes. The reaction solution turned red. For producing a branched polymer, 0.005 mol of p-chloromethylstyrene was added to the reaction solution whereupon reaction was effected for 5 minutes. The reaction solution was red. Further 15 g of p-tert-but... Reactants: CC=1NC=CN1 (2-methylimidazole), ClC=1N=C(C2=C(N1)SC(=C2)[N+](=O)[O-])NCC2=CC1=C(C=C2)OCCO1 (2-chloro-6-nitro-4-(3,4-ethylendioxybenzylamino)-thieno-[2,3-d]-pyrimidine). Procedure: Following the procedure of Example 97, the reaction of 2-methylimidazole with 2-chloro-6-nitro-4-(3,4-ethylendioxybenzylamino)-thieno-[2,3-d]-pyrimidine gives 2-(2-methylimidazol-1-yl)-6-nitro-4-(3,4-ethylendioxybenzylamino)-thieno-[2,3-d]-pyrimidine. Reaction SMILES: [CH3:1][C:2]1[NH:3][CH:4]=[CH:5][N:6]=1.Cl[C:8]1[N:9]=[C:10]([NH:20][CH2:21][C:22]2[CH:27]=[CH:26][C:25]3[O:28][CH2:29][CH2:30][O:31][C:24]=3[CH:23]=2)[C:11]2[CH:16]=[C:15]([N+:17]([O-:19])=[O:18])[S:14][C:12]=2[N:13]=1>>[CH3:1][C:2]1[N:3]([C:8]2[N:9]=[C:10]([NH:20][CH2:21][C:22]3[CH:27]=[CH:26][C:25]4[O:28][CH2:29][CH2:30][O:31][C:24]=4[CH:23]=3)[C:11]3[CH:16]=[C:15]([N+:17]([O-:19])=[O:18])[S:14][C:12]=3[N:13]=2)[CH:4]=[CH:5][N:6]=1. Yields the product CC=1N(C=CN1)C=1N=C(C2=C(N1)SC(=C2)[N+](=O)[O-])NCC2=CC1=C(C=C2)OCCO1 (2-(2-methylimidazol-1-yl)-6-nitro-4-(3,4-ethylendioxybenzylamino)-thieno-[2,3-d]-pyrimidine). The reactants are COC(=O)COc1nc(OC)ccc1[N+](=O)[O-], CCO, O=[Pt]. The product is COC(=O)COc1nc(OC)ccc1N. As a reaction SMILES: [CH3:1][O:2][c:3]1[cH:4][cH:5][c:6]([N+:15]([O-:16])=[O:17])[c:7]([O:9][CH2:10][C:11](=[O:12])[O:13][CH3:14])[n:8]1.[CH3:20][CH2:21][OH:22].[Pt:18]=[O:19]>>[CH3:1][O:2][c:3]1[cH:4][cH:5][c:6]([NH2:15])[c:7]([O:9][CH2:10][C:11](=[O:12])[O:13][CH3:14])[n:8]1.